From a dataset of the Open Reaction Database (ORD), a public repository of structured organic reaction records. describe an organic reaction: reactants, conditions, products, and yield Reactants: FC=1C=C(N)C=CC1 (3-fluoroaniline), C(C)OC=C(C(=O)OCC)C(=O)OCC (diethyl 2-(ethoxymethylene)malonate). The product is FC1=CC=C2C(=C(C=NC2=C1)C(=O)OCC)O (ethyl 7-fluoro-4-hydroxyquinoline-3-carboxylate). Reaction SMILES: [F:1][C:2]1[CH:3]=[C:4]([CH:6]=[CH:7][CH:8]=1)[NH2:5].C([O:11][CH:12]=[C:13]([C:19](OCC)=O)[C:14]([O:16][CH2:17][CH3:18])=[O:15])C>>[F:1][C:2]1[CH:3]=[C:4]2[C:6]([C:12]([OH:11])=[C:13]([C:14]([O:16][CH2:17][CH3:18])=[O:15])[CH:19]=[N:5]2)=[CH:7][CH:8]=1. Reported procedure: Prepared as in Example 1c from 3-fluoroaniline and diethyl 2-(ethoxymethylene)malonate as a brown solid (51%). MS 236 (MH+). As a reaction SMILES: [C:1]([CH3:2])([CH3:3])([CH3:4])[c:5]1[cH:6][cH:7][c:8](-[n:11]2[n:12][c:13]([CH3:17])[cH:14][c:15]2[OH:16])[cH:9][cH:10]1.[CH3:24][N:25]([CH:26]=[O:27])[CH3:28].[OH2:23].[P:18]([Cl:19])([Cl:20])([Cl:21])=[O:22]>>[C:1]([CH3:2])([CH3:3])([CH3:4])[c:5]1[cH:6][cH:7][c:8](-[n:11]2[n:12][c:13]([CH3:17])[c:14]([CH:26]=[O:27])[c:15]2[OH:16])[cH:9][cH:10]1. Yields the product Cc1nn(-c2ccc(C(C)(C)C)cc2)c(O)c1C=O. Reactants: Cc1cc(O)n(-c2ccc(C(C)(C)C)cc2)n1, CN(C)C=O, O, O=P(Cl)(Cl)Cl.